Dataset: the Open Reaction Database (ORD), a public repository of structured organic reaction records. Task: describe an organic reaction: reactants, conditions, products, and yield The reactants are O=C1N(C=2N(C(=C1CC1=CC=C(C=C1)C=1C(=CC=CC1)C#N)CCC)N=CN2)[C@@H]2CC[C@H](CC2)OCC=O (4′-({5-oxo-4-[trans-4-(2-oxoethoxy)cyclohexyl]-7-propyl-4,5-dihydro[1,2,4]triazolo[1,5-a]pyrimidin-6-yl}methyl)biphenyl-2-carbonitrile), C[Mg]Br.O1CCCC1 (methylmagnesium bromide tetrahydrofuran). The solvent is [Cl-].[NH4+] (ammonium chloride), O1CCCC1 (tetrahydrofuran). Conditions: time 15 hour. The product is OC(CO[C@@H]1CC[C@H](CC1)N1C=2N(C(=C(C1=O)CC1=CC=C(C=C1)C=1C(=CC=CC1)C#N)CCC)N=CN2)C (4′-({4-[trans-4-(2-hydroxypropoxy)cyclohexyl]-5-oxo-7-propyl-4,5-dihydro[1,2,4]triazolo[1,5-a]pyrimidin-6-yl}methyl)biphenyl-2-carbonitrile), compound. The yield is 76.0%. Reaction SMILES: [O:1]=[C:2]1[C:7]([CH2:8][C:9]2[CH:14]=[CH:13][C:12]([C:15]3[C:16]([C:21]#[N:22])=[CH:17][CH:18]=[CH:19][CH:20]=3)=[CH:11][CH:10]=2)=[C:6]([CH2:23][CH2:24][CH3:25])[N:5]2[N:26]=[CH:27][N:28]=[C:4]2[N:3]1[C@H:29]1[CH2:34][CH2:33][C@H:32]([O:35][CH2:36][CH:37]=[O:38])[CH2:31][CH2:30]1.[CH3:39][Mg]Br.O1CCCC1>O1CCCC1.[Cl-].[NH4+]>[OH:38][CH:37]([CH3:39])[CH2:36][O:35][C@H:32]1[CH2:31][CH2:30][C@H:29]([N:3]2[C:2](=[O:1])[C:7]([CH2:8][C:9]3[CH:14]=[CH:13][C:12]([C:15]4[C:16]([C:21]#[N:22])=[CH:17][CH:18]=[CH:19][CH:20]=4)=[CH:11][CH:10]=3)=[C:6]([CH2:23][CH2:24][CH3:25])[N:5]3[N:26]=[CH:27][N:28]=[C:4]23)[CH2:34][CH2:33]1 |f:1.2,4.5|. Procedure details: To a solution of 4′-({5-oxo-4-[trans-4-(2-oxoethoxy)cyclohexyl]-7-propyl-4,5-dihydro[1,2,4]triazolo[1,5-a]pyrimidin-6-yl}methyl)biphenyl-2-carbonitrile (841 mg) in tetrahydrofuran (15 mL) was added 1 M methylmagnesium bromide-tetrahydrofuran solution (2.2 mL), and the mixture was stirred at room temperature for 15 hr. The reaction mixture was diluted with saturated aqueous ammonium chloride solution, and the mixture was extracted with ethyl acetate. The extract was washed with saturated brine, a...